From a dataset of the Open Reaction Database (ORD), a public repository of structured organic reaction records. describe an organic reaction: reactants, conditions, products, and yield The reactants are FC(C(=O)O)(F)F.C(C)(C)OC1=CC=C(C=N1)OC1=CC=C(C=C1)/C=C/C(C)N ((E)-3-[4-(6-Isopropoxy-pyridin-3-yloxy)-phenyl]-1-methyl-allylamine trifluoroacetate), C(C)(=O)OC(C)=O (acetic anhydride). Product: C(C)(C)OC1=CC=C(C=N1)OC1=CC=C(C=C1)/C=C/C(C)NC(C)=O (N-{(E)-3-[4-(6-Isopropoxypyridin-3-yloxy)phenyl]-1-methylallyl}acetamide). As a reaction SMILES: F[C:2](F)(F)[C:3]([OH:5])=O.[CH:8]([O:11][C:12]1[N:17]=[CH:16][C:15]([O:18][C:19]2[CH:24]=[CH:23][C:22](/[CH:25]=[CH:26]/[CH:27]([NH2:29])[CH3:28])=[CH:21][CH:20]=2)=[CH:14][CH:13]=1)([CH3:10])[CH3:9].C(OC(=O)C)(=O)C>>[CH:8]([O:11][C:12]1[N:17]=[CH:16][C:15]([O:18][C:19]2[CH:24]=[CH:23][C:22](/[CH:25]=[CH:26]/[CH:27]([NH:29][C:3](=[O:5])[CH3:2])[CH3:28])=[CH:21][CH:20]=2)=[CH:14][CH:13]=1)([CH3:10])[CH3:9] |f:0.1|. Procedure details: (E)-3-[4-(6-Isopropoxy-pyridin-3-yloxy)-phenyl]-1-methyl-allylamine trifluoroacetate (63 mg, 0.154 mmol) was reacted with acetic anhydride in analogy to example 2a. M+H+: 341.2. Reactants: C(C)OC(C=[N+]=[N-])OCC (2,2-diethoxy-1-diazoethane), C(C)OC(CNC(=O)N)OCC (N-2,2-diethoxyethyl urea), O[C@@H]1[C@@H]2[C@]3(CCC(C=C3CC[C@H]2[C@@H]2C[C@H]([C@](C(CO)=O)([C@]2(C1)C)O)O)=O)C (11β,16α,17,21-Tetrahydroxypregn-4-ene-3,20-dione). The solvent is CCOCC.CCCCC (ether pentane), CO (methanol). Reaction conditions: temperature 0 celsius. The product is C(C)OC(CO[C@H]1[C@](C(CO)=O)([C@]2(C[C@@H]([C@@H]3[C@]4(CCC(C=C4CC[C@H]3[C@@H]2C1)=O)C)O)C)O)OCC (16α-(2,2-Diethoxyethoxy)-11β,17,21-trihydroxypregn-4-ene-3,20-dione). RXN SMILES: [CH2:1]([O:3][CH:4]([O:8][CH2:9][CH3:10])[CH:5]=[N+]=[N-])[CH3:2].C(OC(OCC)CNC(N)=O)C.[OH:23][C@H:24]1[CH2:44][C@@:43]2([CH3:45])[C@@H:35]([CH2:36][C@@H:37]([OH:47])[C@:38]2([OH:46])[C:39](=[O:42])[CH2:40][OH:41])[C@H:34]2[C@H:25]1[C@:26]1([CH3:49])[C:31]([CH2:32][CH2:33]2)=[CH:30][C:29](=[O:48])[CH2:28][CH2:27]1>CCOCC.CCCCC.CO>[CH2:1]([O:3][CH:4]([O:8][CH2:9][CH3:10])[CH2:5][O:47][C@@H:37]1[CH2:36][C@@H:35]2[C@:43]([CH3:45])([CH2:44][C@H:24]([OH:23])[C@H:25]3[C@H:34]2[CH2:33][CH2:32][C:31]2[C@:26]3([CH3:49])[CH2:27][CH2:28][C:29](=[O:48])[CH:30]=2)[C@@:38]1([OH:46])[C:39](=[O:42])[CH2:40][OH:41])[CH3:2] |f:3.4|. Procedure: A solution of 2,2-diethoxy-1-diazoethane (prepared from 0.0935 mole of N-2,2-diethoxyethyl urea by the method of W. Kirmse and B. Buschhoff, Chem. Ber., 100, 1491 (1967)) in 300 ml of 3:2 ether pentane is diluted with 100 ml of methanol and cooled to 0°C. 11β,16α,17,21-Tetrahydroxypregn-4-ene-3,20-dione, 16,17-cycloborate is added in portions until nitrogen evolution ceases. The solvent is removed in vacuo and the residue is recrystallized from methanol to yield the title compound.